This data is from the Open Reaction Database (ORD), a public repository of structured organic reaction records. The task is: describe an organic reaction: reactants, conditions, products, and yield The reactants are NC(=N)N (guanidine), CC=1C=NC(=C(C1OC)C)C[S+](C=2NC=3C=CC(=CC3N2)OC)[O-] (omeprazole). Run in C(C)O (ethanol). Conditions: time 15 minute. The product is CC=1C=NC(=C(C1OC)C)C[S+](C=2NC=3C=CC(=CC3N2)OC)[O-].NC(=[NH2+])N (omeprazole guanidinium). Reaction SMILES: [NH2:1][C:2]([NH2:4])=[NH:3].[CH3:5][C:6]1[CH:7]=[N:8][C:9]([CH2:15][S+:16]([O-:28])[C:17]2[NH:18][C:19]3[CH:20]=[CH:21][C:22]([O:26][CH3:27])=[CH:23][C:24]=3[N:25]=2)=[C:10]([CH3:14])[C:11]=1[O:12][CH3:13]>C(O)C>[CH3:5][C:6]1[CH:7]=[N:8][C:9]([CH2:15][S+:16]([O-:28])[C:17]2[NH:18][C:19]3[CH:20]=[CH:21][C:22]([O:26][CH3:27])=[CH:23][C:24]=3[N:25]=2)=[C:10]([CH3:14])[C:11]=1[O:12][CH3:13].[NH2:3][C:2]([NH2:4])=[NH2+:1] |f:3.4|. Procedure details: A solution of guanidine (0.0029 mol) [prepared from guanidinium nitrate and KOH] in ethanol (50 ml) was added to a solution of omeprazole (1.0 g, 0.0029 mol) and the resulting solution was stirred for 15 min. The solvent was evaporated giving omeprazole guanidinium salt, mp 110°-112° C. (soluble in water). The reactants are C(C1=CC=CC=C1)N1CC=CC1 (1-benzyl-3-pyrroline), S(O)(O)(=O)=O (sulfuric acid), C1CCOC1 (THF), (NH4)2S2O8, C1(=CC=CC=C1)[Li] (phenyllithium). Solvent: C1CCCCC1.C(C)OCC (cyclohexane diethyl ether), O (water). The product is C(C1=CC=CC=C1)N1CC(C(C1)C1=CC=CC=C1)O (1-benzyl-4-phenyl-3-pyrrolidinol). Isolated yield 76.2%. Reaction SMILES: [CH2:1]([N:8]1[CH2:12][CH:11]=[CH:10][CH2:9]1)[C:2]1[CH:7]=[CH:6][CH:5]=[CH:4][CH:3]=1.S(=O)(=O)(O)O.C1C[O:21]CC1.[C:23]1([Li])[CH:28]=[CH:27][CH:26]=[CH:25][CH:24]=1>C1CCCCC1.C(OCC)C.O>[CH2:1]([N:8]1[CH2:12][CH:11]([C:23]2[CH:28]=[CH:27][CH:26]=[CH:25][CH:24]=2)[CH:10]([OH:21])[CH2:9]1)[C:2]1[CH:7]=[CH:6][CH:5]=[CH:4][CH:3]=1 |f:4.5|. Procedure details: To a solution of 15.9 g (0.1 mol) of 1-benzyl-3-pyrroline, 12.0 g (0.12 mol) of 98% sulfuric acid, and 60.0 g of THF in a quartz round flask reactor, 45.6 g (0.20 mol) of (NH4)2S2O8 (ammonium peroxydisulfate produced by Mitsubishi Gas Chemical Industry Co., Ltd.) was added with stirring and allowed to react for 5 days at room temperature with irradiation by 500 W Xe lamps (UXL-500D xenon lamp produced by Ushio). 300 mL (0.30 mol) of 1 mol/L phenyllithium (PhLi) in cyclohexane-diethyl ether solut... The reactants are CCOC(=O)C1CCOc2c1cc(Cl)c(Oc1ccc(C(=O)OC(C)(C)C)cc1)c2Br, ClCCl, O=C(O)C(F)(F)F. The product is CCOC(=O)C1CCOc2c1cc(Cl)c(Oc1ccc(C(=O)O)cc1)c2Br. Reaction SMILES: [Br:1][c:2]1[c:3]([O:18][c:19]2[cH:20][cH:21][c:22]([C:25](=[O:26])[O:27][C:28]([CH3:29])([CH3:30])[CH3:31])[cH:23][cH:24]2)[c:4]([Cl:17])[cH:5][c:6]2[c:11]1[O:10][CH2:9][CH2:8][CH:7]2[C:12](=[O:13])[O:14][CH2:15][CH3:16].[Cl:39][CH2:40][Cl:41].[OH:32][C:33]([C:34]([F:35])([F:36])[F:37])=[O:38]>>[Br:1][c:2]1[c:3]([O:18][c:19]2[cH:20][cH:21][c:22]([C:25](=[O:26])[OH:27])[cH:23][cH:24]2)[c:4]([Cl:17])[cH:5][c:6]2[c:11]1[O:10][CH2:9][CH2:8][CH:7]2[C:12](=[O:13])[O:14][CH2:15][CH3:16]. Starting materials: CCOC(=O)c1ccc(-c2noc(C(F)F)c2C)s1, C1CCOC1, [Li+], [OH-], O. Product: Cc1c(-c2ccc(C(=O)O)s2)noc1C(F)F. Reaction SMILES: [CH2:1]([CH3:2])[O:3][C:4](=[O:5])[c:6]1[s:7][c:8](-[c:11]2[n:12][o:13][c:14]([CH:17]([F:18])[F:19])[c:15]2[CH3:16])[cH:9][cH:10]1.[CH2:23]1[O:24][CH2:25][CH2:26][CH2:27]1.[Li+:22].[OH-:21].[OH2:20]>>[O:3]=[C:4]([OH:5])[c:6]1[s:7][c:8](-[c:11]2[n:12][o:13][c:14]([CH:17]([F:18])[F:19])[c:15]2[CH3:16])[cH:9][cH:10]1. Reactants: CSC1=NC=C2C(=N1)N=C(NC2=O)C2=C(C=CC=C2)OCCC (7-methylthio-4-oxo-2-(2-propoxyphenyl)-3,4-dihydropyrimido[4,5-d]pyrimidine), C(O)CN (ethanolamine), C(O)CN (ethanolamine). The solvent is C(C)O (ethanol). Run at time 16 hour. Yields the product OCCNC1=NC=C2C(=N1)N=C(NC2=O)C2=C(C=CC=C2)OCCC (7-(2-Hydroxyethylamino)-4-oxo 2-(2-propoxyphenyl)-3,4-dihydropyrimido[4 5-d]pyrimidine). RXN SMILES: CS[C:3]1[N:8]=[C:7]2[N:9]=[C:10]([C:14]3[CH:19]=[CH:18][CH:17]=[CH:16][C:15]=3[O:20][CH2:21][CH2:22][CH3:23])[NH:11][C:12](=[O:13])[C:6]2=[CH:5][N:4]=1.[CH2:24]([CH2:26][NH2:27])[OH:25]>C(O)C>[OH:25][CH2:24][CH2:26][NH:27][C:3]1[N:8]=[C:7]2[N:9]=[C:10]([C:14]3[CH:19]=[CH:18][CH:17]=[CH:16][C:15]=3[O:20][CH2:21][CH2:22][CH3:23])[NH:11][C:12](=[O:13])[C:6]2=[CH:5][N:4]=1. Procedure details: A stirred mixture of 7-methylthio-4-oxo-2-(2-propoxyphenyl)-3,4-dihydropyrimido[4,5-d]pyrimidine (0.60 g) and ethanolamine (0.25 ml) in ethanol (20 ml) was heated under reflux for 19 hours. More ethanolamine (0.75 ml) was added and stirring under reflux continued for 16 hours. A white crystalline solid which precipitated from the cooled reaction mixture was collected, washed with cold ethanol and recrystallized from ethanol to yield the title compound, 0.38 g, m.p. 204-205.5° C. Starting materials: CCOC(=O)c1c(C)nc2cccc(OCC(C)N)c2c1N, O=C(O)c1cccc(O)c1. Product: CCOC(=O)c1c(C)nc2cccc(OCC(C)NC(=O)c3cccc(O)c3)c2c1N. As a reaction SMILES: [NH2:1][c:2]1[c:3]([C:18](=[O:19])[O:20][CH2:21][CH3:22])[c:4]([CH3:17])[n:5][c:6]2[cH:7][cH:8][cH:9][c:10]([O:12][CH2:13][CH:14]([CH3:15])[NH2:16])[c:11]12.[OH:23][C:24](=[O:25])[c:26]1[cH:27][cH:28][cH:29][c:30]([OH:31])[cH:32]1>>[NH2:1][c:2]1[c:3]([C:18](=[O:19])[O:20][CH2:21][CH3:22])[c:4]([CH3:17])[n:5][c:6]2[cH:7][cH:8][cH:9][c:10]([O:12][CH2:13][CH:14]([CH3:15])[NH:16][C:24](=[O:23])[c:26]3[cH:27][cH:28][cH:29][c:30]([OH:31])[cH:32]3)[c:11]12.